From a dataset of the Open Reaction Database (ORD), a public repository of structured organic reaction records. describe an organic reaction: reactants, conditions, products, and yield The reactants are C1(C=2C(C(N1CC(=O)Cl)=O)=CC=CC2)=O (2-phthalimidoacetyl chloride), Br.Br.ClC=1C=CC(=C(C(=O)C2=CC=CC=C2)C1)N1C(=NN=C1C)CN (5-chloro-2-(3-aminomethyl-5-methyl-4H-1,2,4-triazol-4-yl)-benzophenone dihydrobromide), C(C)(=O)OCC (ethyl acetate), C([O-])(O)=O.[Na+] (sodium bicarbonate). Solvent: C1=CC=CC=C1 (benzene), CN(C=O)C (dimethylformamide). Yields the product C(C1=CC=CC=C1)(=O)C1=CC=CC=C1 (benzophenone). The yield is 195.9%. RXN SMILES: C1(=O)N(CC(Cl)=O)C(=O)C2=CC=CC=C12.Br.Br.Cl[C:19]1[CH:20]=[CH:21][C:22](N2C(C)=NN=C2CN)=[C:23]([CH:32]=1)[C:24]([C:26]1[CH:31]=[CH:30][CH:29]=[CH:28][CH:27]=1)=[O:25].C(=O)(O)[O-].[Na+].C(OCC)(=O)C>C1C=CC=CC=1.CN(C)C=O>[C:24]([C:26]1[CH:31]=[CH:30][CH:29]=[CH:28][CH:27]=1)(=[O:25])[C:23]1[CH:32]=[CH:19][CH:20]=[CH:21][CH:22]=1 |f:1.2.3,4.5|. Procedure: To a solution of 2-phthalimidoacetyl chloride (1.5 g) in benzene (20 ml) and dimethylformamide (10 ml), 5-chloro-2-(3-aminomethyl-5-methyl-4H-1,2,4-triazol-4-yl)-benzophenone dihydrobromide (2.3 g) is added under ice cooling and stirring, and the temperature within the flask is gradually returned to room temperature. The reaction mixture is allowed to stand at room temperature, neutralized with saturated aqueous sodium bicarbonate, and shaken with ethyl acetate. The precipitated crystals are fil... Starting materials: [Br-], C1CCOC1, CCCC[N+](CCCC)(CCCC)CCCC, COc1ccc(CCl)cc1, [Cl-], ClCCl, [K+], [Na+], [OH-], O=C1Cc2ccccc2-c2ccccc2N1. Yields the product COc1ccc(CN2C(=O)Cc3ccccc3-c3ccccc32)cc1. Reaction SMILES: [Br-:31].[CH2:49]1[O:50][CH2:51][CH2:52][CH2:53]1.[CH3:32][CH2:33][CH2:34][CH2:35][N+:36]([CH2:37][CH2:38][CH2:39][CH3:40])([CH2:41][CH2:42][CH2:43][CH3:44])[CH2:45][CH2:46][CH2:47][CH3:48].[CH3:3][O:4][c:5]1[cH:6][cH:7][c:8]([CH2:9][Cl:10])[cH:11][cH:12]1.[Cl-:29].[Cl:54][CH2:55][Cl:56].[K+:2].[Na+:30].[OH-:1].[cH:13]1[cH:14][cH:15][cH:16][c:17]2[c:23]1-[c:22]1[c:21]([cH:27][cH:26][cH:25][cH:24]1)[CH2:20][C:19](=[O:28])[NH:18]2>>[CH3:3][O:4][c:5]1[cH:6][cH:7][c:8]([CH2:9][N:18]2[c:17]3[cH:16][cH:15][cH:14][cH:13][c:23]3-[c:22]3[c:21]([cH:27][cH:26][cH:25][cH:24]3)[CH2:20][C:19]2=[O:28])[cH:11][cH:12]1.